This data is from the Open Reaction Database (ORD), a public repository of structured organic reaction records. The task is: describe an organic reaction: reactants, conditions, products, and yield Starting materials: ClC1=C(C=CC=C1)C1=C(C=NC=C1)N (4-(2-chloro-phenyl)-pyridin-3-ylamine), C(OC)(OC)OC (trimethyl orthoformate). Reagents/catalysts: FC(C(=O)O)(F)F (trifluoroacetic acid). Conditions: time 8 hour. The product is ClC1=C(C=CC=C1)C1=C(C=NC=C1)NC ([4-(2-Chloro-phenyl)-pyridin-3-yl]-methyl-amine). Yield: 77.0%. RXN SMILES: [Cl:1][C:2]1[CH:7]=[CH:6][CH:5]=[CH:4][C:3]=1[C:8]1[CH:13]=[CH:12][N:11]=[CH:10][C:9]=1[NH2:14].[CH:15](OC)(OC)OC>FC(F)(F)C(O)=O>[Cl:1][C:2]1[CH:7]=[CH:6][CH:5]=[CH:4][C:3]=1[C:8]1[CH:13]=[CH:12][N:11]=[CH:10][C:9]=1[NH:14][CH3:15]. Procedure details: A solution of 14.9 g (72.8 mmol) 4-(2-chloro-phenyl)-pyridin-3-ylamine in 80 ml trimethyl orthoformate and 5 drops trifluoroacetic acid was heated for 2.5 h at 130° C. The reaction mixture was evaporated and dried in vacuo for 30 min. The residual oil was dissolved in 130 ml tetrahydrofuran and 220 ml (220 mmol) of 1 M borane-tetrahydrofuran complex were added dropwise under ice cooling. After stirring overnight at room temperature, the reaction mixture was evaporated, cooled to 0° C. and 130 ml... Starting materials: CC(=O)OC(C)=O, CC(=O)O, Cc1cccc(C)c1N, O. Yields the product CC(=O)Nc1c(C)cccc1C. RXN SMILES: [CH3:10][C:11](=[O:12])[O:13][C:14](=[O:15])[CH3:16].[CH3:17][C:18](=[O:19])[OH:20].[NH2:1][c:2]1[c:3]([CH3:9])[cH:4][cH:5][cH:6][c:7]1[CH3:8].[OH2:21]>>[NH:1]([c:2]1[c:3]([CH3:9])[cH:4][cH:5][cH:6][c:7]1[CH3:8])[C:11]([CH3:10])=[O:12]. The reactants are OC(C(=O)O)CCC=C (2-hydroxy-5-hexenoic acid), C1(=CC=CC=C1)C (toluene), C1(=CC=C(C=C1)S(=O)(=O)O)C (p-toluenesulfonic acid). Solvent: O (Water). Yields the product C(CC=C)C1C(OC(C(O1)=O)CCC=C)=O (3,6-di(3-butenyl)-1,4-dioxane-2,5-dione). Isolated yield 41.0%. Reaction SMILES: [OH:1][CH:2]([CH2:6][CH2:7][CH:8]=[CH2:9])[C:3]([OH:5])=[O:4].[C:10]1(C)[CH:15]=[CH:14][CH:13]=[CH:12][CH:11]=1.C1(C)C=CC(S(O)(=O)=[O:24])=CC=1>O>[CH2:6]([CH:2]1[O:1][C:15](=[O:24])[CH:14]([CH2:13][CH2:12][CH:11]=[CH2:10])[O:4][C:3]1=[O:5])[CH2:7][CH:8]=[CH2:9]. Procedure: In a 1-L flask equipped with a reflux condenser and a Dean-Stark trap, 3.0 g of 2-hydroxy-5-hexenoic acid, 400 ml of toluene and 30 mg of p-toluenesulfonic acid were added and refluxed under a nitrogen atmosphere. Water accumulated in the trap was eliminated from time to time. The mixture was cooled after refluxing for 72 hours. It was washed twice with 10 ml of a saturated aqueous solution of sodium hydrogencarbonate, and an obtained crude product was vacuum distilled in the presence of zinc ox... Starting materials: S(=O)(O)[O-].[Na+] (sodium hydrogen sulfite), Cl (hydrochloric acid), NC1=CC2=C(N(C(C(O2)(C)C)=O)C2=CC=C(C=C2)F)C=C1 (7-amino-4-(4-fluorophenyl)-2,2-dimethyl-2H-1,4-benzoxazin-3(4H)-one), Cl (hydrochloric acid), N(=O)[O-].[Na+] (sodium nitrite), ice. The reagents and catalysts are [Cu](Cl)Cl (copper(II) chloride). Solvent: C(C)(=O)O (acetic acid), C(C)(=O)O (acetic acid), O (water), O (water). Conditions: time 1.5 hour. Product: FC1=CC=C(C=C1)N1C(C(OC2=C1C=CC(=C2)S(=O)(=O)Cl)(C)C)=O (4-(4-fluorophenyl)-2,2-dimethyl-3-oxo-3,4-dihydro-2H-1,4-benzoxazin-7-sulfonyl chloride). As a reaction SMILES: N[C:2]1[CH:21]=[CH:20][C:5]2[N:6]([C:13]3[CH:18]=[CH:17][C:16]([F:19])=[CH:15][CH:14]=3)[C:7](=[O:12])[C:8]([CH3:11])([CH3:10])[O:9][C:4]=2[CH:3]=1.[ClH:22].N([O-])=O.[Na+].[S:27]([O-:30])(O)=[O:28].[Na+]>C(O)(=O)C.O.[Cu](Cl)Cl>[F:19][C:16]1[CH:17]=[CH:18][C:13]([N:6]2[C:5]3[CH:20]=[CH:21][C:2]([S:27]([Cl:22])(=[O:30])=[O:28])=[CH:3][C:4]=3[O:9][C:8]([CH3:11])([CH3:10])[C:7]2=[O:12])=[CH:14][CH:15]=1 |f:2.3,4.5|. Reported procedure: To a solution of 7-amino-4-(4-fluorophenyl)-2,2-dimethyl-2H-1,4-benzoxazin-3(4H)-one (compound obtained in Reference Example 15, 50 mg) in acetic acid (465 μL)/concentrated hydrochloric acid (570 μL) was added a solution of sodium nitrite (13.3 mg) in water (115 μL) under ice-cooling, and the mixture was stirred at the same temperature for 1.5 hours. To the reaction mixture was added a mixture of sodium hydrogen sulfite (182 mg), copper(II) chloride (23.5 mg), acetic acid (225 μL) and concentrat... Starting materials: CCOP(OCC)OCC, CC1(COc2ccc(CBr)cc2)CCCCC1. Yields the product CCOP(=O)(Cc1ccc(OCC2(C)CCCCC2)cc1)OCC. As a reaction SMILES: [CH2:18]([CH3:19])[O:20][P:21]([O:22][CH2:23][CH3:24])[O:25][CH2:26][CH3:27].[CH3:1][C:2]1([CH2:8][O:9][c:10]2[cH:11][cH:12][c:13]([CH2:14][Br:15])[cH:16][cH:17]2)[CH2:3][CH2:4][CH2:5][CH2:6][CH2:7]1>>[CH3:1][C:2]1([CH2:8][O:9][c:10]2[cH:11][cH:12][c:13]([CH2:14][P:21]([O:20][CH2:18][CH3:19])([O:22][CH2:23][CH3:24])=[O:25])[cH:16][cH:17]2)[CH2:3][CH2:4][CH2:5][CH2:6][CH2:7]1. Reactants: FC(C(=O)O)(F)F (trifluoroacetic acid), SC1=CC=C(C(=O)OC)C=C1 (methyl 4-mercaptobenzoate), OC(CN1C=NC=C1)C1=C(C=C(C=C1OC)OC)OC (1-[2-hydroxy-2-(2,4,6-trimethoxyphenyl)ethyl]imidazole). Conditions: time 2 hour. Product: COC1=C(C(=CC(=C1)OC)OC)C(CN1C=NC=C1)SC1=CC=C(C(=O)OC)C=C1 (Methyl 4-[1-(2,4,6-trimethoxyphenyl)-2-(imidazol-1-yl)ethylthio]benzoate). Yield: 94.3%. As a reaction SMILES: FC(F)(F)C(O)=O.[SH:8][C:9]1[CH:18]=[CH:17][C:12]([C:13]([O:15][CH3:16])=[O:14])=[CH:11][CH:10]=1.O[CH:20]([C:27]1[C:32]([O:33][CH3:34])=[CH:31][C:30]([O:35][CH3:36])=[CH:29][C:28]=1[O:37][CH3:38])[CH2:21][N:22]1[CH:26]=[CH:25][N:24]=[CH:23]1>>[CH3:38][O:37][C:28]1[CH:29]=[C:30]([O:35][CH3:36])[CH:31]=[C:32]([O:33][CH3:34])[C:27]=1[CH:20]([S:8][C:9]1[CH:10]=[CH:11][C:12]([C:13]([O:15][CH3:16])=[O:14])=[CH:17][CH:18]=1)[CH2:21][N:22]1[CH:26]=[CH:25][N:24]=[CH:23]1. Reported procedure: 13.5 ml of trifluoroacetic acid were added, whilst ice-cooling, to a mixture of 940 mg of methyl 4-mercaptobenzoate and 1.04 g of 1-[2-hydroxy-2-(2,4,6-trimethoxyphenyl)ethyl]imidazole, and the resulting mixture was stirred at a temperature between 0° and 5° C. for 2 hours. The reaction mixture was then treated and purified in a similar manner to that described in Example 13 to give 1.51 g of the title compound as a colorless oil. Reactants: COCC(=O)Cl, CC(C)N(N)C(=O)c1cn2c(n1)-c1ccc(Br)cc1OCC2, ClCCl, Cl, Cl. Yields the product COCC(=O)NN(C(=O)c1cn2c(n1)-c1ccc(Br)cc1OCC2)C(C)C. As a reaction SMILES: [CH3:25][O:26][CH2:27][C:28](=[O:29])[Cl:30].[CH:3]([CH3:4])([CH3:5])[N:6]([NH2:7])[C:8](=[O:9])[c:10]1[cH:11][n:12]2[c:18]([n:19]1)-[c:17]1[c:16]([cH:23][c:22]([Br:24])[cH:21][cH:20]1)[O:15][CH2:14][CH2:13]2.[Cl:31][CH2:32][Cl:33].[ClH:1].[ClH:2]>>[CH:3]([CH3:4])([CH3:5])[N:6]([NH:7][C:28]([CH2:27][O:26][CH3:25])=[O:29])[C:8](=[O:9])[c:10]1[cH:11][n:12]2[c:18]([n:19]1)-[c:17]1[c:16]([cH:23][c:22]([Br:24])[cH:21][cH:20]1)[O:15][CH2:14][CH2:13]2.